From a dataset of the Open Reaction Database (ORD), a public repository of structured organic reaction records. describe an organic reaction: reactants, conditions, products, and yield Reactants: CC(C)([O-])C.[K+] (potassium tert-butoxide), CC1OC2=C3C(NC1=O)=C1CCCCC1=NC3=CC=C2 (1,3,9,10,11,12-hexahydro-3-methyl-2H-quino[4,3,2-ef][1,4]benzoxazepin-2-one), BrCC (bromoethane). The solvent is O1CCCC1 (tetrahydrofuran). Conditions: time 20 minute. The product is C(C)N1C(C(OC2=C3C1=C1CCCCC1=NC3=CC=C2)C)=O (1-ethyl-3-methyl-1,3,9,10,11,12-hexahydro-2H-quino[4,3,2-ef][1,4]benzoxazepin-2-one). Yield: 84.7%. As a reaction SMILES: [CH3:1][CH:2]1[C:8](=[O:9])[NH:7][C:6]2=[C:10]3[C:15](=[N:16][C:17]4=[CH:18][CH:19]=[CH:20][C:4](=[C:5]24)[O:3]1)[CH2:14][CH2:13][CH2:12][CH2:11]3.[CH3:21][C:22](C)([O-])C.[K+].BrCC>O1CCCC1>[CH2:21]([N:7]1[C:6]2=[C:10]3[C:15](=[N:16][C:17]4=[CH:18][CH:19]=[CH:20][C:4](=[C:5]24)[O:3][CH:2]([CH3:1])[C:8]1=[O:9])[CH2:14][CH2:13][CH2:12][CH2:11]3)[CH3:22] |f:1.2|. Reported procedure: To a suspension of 1,3,9,10,11,12-hexahydro-3-methyl-2H-quino[4,3,2-ef][1,4]benzoxazepin-2-one (4.82 g) in dry tetrahydrofuran (150 ml) was added potassium tert-butoxide (2.42 g), with stirring. After 20 mins, bromoethane (5.37 ml) was added, and the reaction mixture was refluxed overnight. The reaction mixture was concentrated, diluted with saturated potassium carbonate solution, and extracted with ethyl acetate. The organic extracts were dried over anhydrous magnesium sulfate, concentrated, an... Starting materials: C1CCOC1, CC(C)(C)OC(=O)n1cc(Br)c(N(C(=O)OCC(Cl)(Cl)Cl)C(=O)OCC(Cl)(Cl)Cl)n1, [K+], O=P([O-])(O)O, [Zn]. Yields the product CC(C)(C)OC(=O)n1cc(Br)c(NC(=O)OCC(Cl)(Cl)Cl)n1. RXN SMILES: [CH2:37]1[O:38][CH2:39][CH2:40][CH2:41]1.[Cl:1][C:2]([CH2:3][O:4][C:5](=[O:6])[N:7]([c:8]1[n:9][n:10]([C:14](=[O:15])[O:16][C:17]([CH3:18])([CH3:19])[CH3:20])[cH:11][c:12]1[Br:13])[C:21]([O:22][CH2:23][C:24]([Cl:25])([Cl:26])[Cl:27])=[O:28])([Cl:29])[Cl:30].[K+:36].[P:31]([O-:32])([OH:33])([OH:34])=[O:35].[Zn:42]>>[Cl:1][C:2]([CH2:3][O:4][C:5](=[O:6])[NH:7][c:8]1[n:9][n:10]([C:14](=[O:15])[O:16][C:17]([CH3:18])([CH3:19])[CH3:20])[cH:11][c:12]1[Br:13])([Cl:29])[Cl:30]. Starting materials: O=C([O-])[O-], CCOC(=O)c1cn(Cc2ccccc2)nc1O, CN(C)C=O, Cc1oc(-c2ccco2)nc1COc1ccc(CCl)cn1, [K+], [K+], O. Product: CCOC(=O)c1cn(Cc2ccccc2)nc1OCc1ccc(OCc2nc(-c3ccco3)oc2C)nc1. As a reaction SMILES: [C:40](=[O:41])([O-:42])[O-:43].[CH2:22]([c:23]1[cH:24][cH:25][cH:26][cH:27][cH:28]1)[n:29]1[n:30][c:31]([OH:39])[c:32]([C:34](=[O:35])[O:36][CH2:37][CH3:38])[cH:33]1.[CH3:46][N:47]([CH3:48])[CH:49]=[O:50].[Cl:1][CH2:2][c:3]1[cH:4][cH:5][c:6]([O:9][CH2:10][c:11]2[n:12][c:13](-[c:17]3[o:18][cH:19][cH:20][cH:21]3)[o:14][c:15]2[CH3:16])[n:7][cH:8]1.[K+:44].[K+:45].[OH2:51]>>[CH2:2]([c:3]1[cH:4][cH:5][c:6]([O:9][CH2:10][c:11]2[n:12][c:13](-[c:17]3[o:18][cH:19][cH:20][cH:21]3)[o:14][c:15]2[CH3:16])[n:7][cH:8]1)[O:39][c:31]1[n:30][n:29]([CH2:22][c:23]2[cH:24][cH:25][cH:26][cH:27][cH:28]2)[cH:33][c:32]1[C:34](=[O:35])[O:36][CH2:37][CH3:38]. Starting materials: C(C)C=1C=CC(=NC1)C=1NC(C(N1)(C)C(C)C)=O (2-(5-ethyl-2-pyridyl)-4-isopropyl-4-methyl-5-oxo-2-imidazoline), [H-].[Na+] (sodium hydride), BrCC(=O)OCC (ethyl bromoacetate). Solvent: O1CCCC1 (tetrahydrofuran), O1CCCC1 (tetrahydrofuran). Conditions: time 24 hour. Product: C(C)C=1C=CC(=NC1)C=1N(C(C(N1)(C)C(C)C)=O)CC(=O)OCC (Ethyl 2-(5-ethyl-2-pyridyl)-4-isopropyl-4-methyl-5-oxo-2-imidazoline-1-acetate). RXN SMILES: [H-].[Na+].[CH2:3]([C:5]1[CH:6]=[CH:7][C:8]([C:11]2[NH:12][C:13](=[O:20])[C:14]([CH:17]([CH3:19])[CH3:18])([CH3:16])[N:15]=2)=[N:9][CH:10]=1)[CH3:4].Br[CH2:22][C:23]([O:25][CH2:26][CH3:27])=[O:24]>O1CCCC1>[CH2:3]([C:5]1[CH:6]=[CH:7][C:8]([C:11]2[N:12]([CH2:22][C:23]([O:25][CH2:26][CH3:27])=[O:24])[C:13](=[O:20])[C:14]([CH:17]([CH3:19])[CH3:18])([CH3:16])[N:15]=2)=[N:9][CH:10]=1)[CH3:4] |f:0.1|. Procedure details: A stirred mixture of sodium hydride (0.45 g, 15 mmol, 80% oil dispersion) in anhydrous tetrahydrofuran is treated with a solution of 2-(5-ethyl-2-pyridyl)-4-isopropyl-4-methyl-5-oxo-2-imidazoline (3.30 g, 13.47 mmol) in anhydrous tetrahydrofuran dropwise over the course of 40 minutes. After addition is complete and the initial effervescence subsides, ethyl bromoacetate (2.30 g, 13.50 mmol) is added to the reaction mixture. After 24 hours stirring at room temperature under nitrogen, the reaction ... Reported procedure: The reductive amination of 6-cyclopropyl-2,2,8-trimethyl-4H-[1,3]dioxino[4,5-c]pyridine-5-carbaldehyde (168) (5.11 g, 20.6 mmol) and 4-aminobenzonitrile (2.9 g, 24.7 mmol), as described in Example 21, gave give 4-[(6-cyclopropyl-2,2,8-trimethyl-4H-[1,3]dioxino[4,5-c]pyridin-5-ylmethyl)-amino]-benzonitrile (169) (3.7 g, 51% yield). Yields the product C1(CC1)C=1C(=C2C(=C(N1)C)OC(OC2)(C)C)CNC2=CC=C(C#N)C=C2 (4-[(6-Cyclopropyl-2,2,8-trimethyl-4H-[1,3]dioxino[4,5-c]pyridin-5-ylmethyl)-amino]-benzonitrile). The reactants are C1(CC1)C1=C(C2=C(C(=N1)C)OC(OC2)(C)C)C=O (6-Cyclopropyl-2,2,8-trimethyl-4H-[1,3]dioxino[4,5-c]pyridine-5-carbaldehyde), NC1=CC=C(C#N)C=C1 (4-aminobenzonitrile). Reaction SMILES: [CH:1]1([C:4]2[N:9]=[C:8]([CH3:10])[C:7]3[O:11][C:12]([CH3:16])([CH3:15])[O:13][CH2:14][C:6]=3[C:5]=2[CH:17]=O)[CH2:3][CH2:2]1.[NH2:19][C:20]1[CH:27]=[CH:26][C:23]([C:24]#[N:25])=[CH:22][CH:21]=1>>[CH:1]1([C:4]2[C:5]([CH2:17][NH:19][C:20]3[CH:27]=[CH:26][C:23]([C:24]#[N:25])=[CH:22][CH:21]=3)=[C:6]3[CH2:14][O:13][C:12]([CH3:15])([CH3:16])[O:11][C:7]3=[C:8]([CH3:10])[N:9]=2)[CH2:2][CH2:3]1. Yield: 51.4%. The reactants are COC(=O)CCN1C(=O)N(C2CCN(Cc3ccccc3)CC2)C(c2ccccc2)c2ccccc21, CO, [Na+], [OH-]. Yields the product O=C(O)CCN1C(=O)N(C2CCN(Cc3ccccc3)CC2)C(c2ccccc2)c2ccccc21. As a reaction SMILES: [CH3:1][O:2][C:3](=[O:4])[CH2:5][CH2:6][N:7]1[C:8](=[O:36])[N:9]([CH:23]2[CH2:24][CH2:25][N:26]([CH2:29][c:30]3[cH:31][cH:32][cH:33][cH:34][cH:35]3)[CH2:27][CH2:28]2)[CH:10]([c:17]2[cH:18][cH:19][cH:20][cH:21][cH:22]2)[c:11]2[cH:12][cH:13][cH:14][cH:15][c:16]21.[CH3:37][OH:38].[Na+:40].[OH-:39]>>[O:2]=[C:3]([OH:4])[CH2:5][CH2:6][N:7]1[C:8](=[O:36])[N:9]([CH:23]2[CH2:24][CH2:25][N:26]([CH2:29][c:30]3[cH:31][cH:32][cH:33][cH:34][cH:35]3)[CH2:27][CH2:28]2)[CH:10]([c:17]2[cH:18][cH:19][cH:20][cH:21][cH:22]2)[c:11]2[cH:12][cH:13][cH:14][cH:15][c:16]21. Starting materials: FC1=CC=2CCC(N3C=C(C(C(C23)=C1)=O)C(=O)O)C (6,7Dihydro-9-fluoro-5-methyl-1-oxo-1H,5H-benzo[ij]-quinolizine-2-carboxylic acid), S(=O)(Cl)Cl (thionyl chloride). The product is FC1=CC=2CCC(N3C=C(C(C(C23)=C1)=O)C(=O)Cl)C (6,7-dihydro-9-fluoro-5-methyl-1-oxo-1H-benzo[ij]quinolizine-2-carboxylic chloride). As a reaction SMILES: [F:1][C:2]1[CH:14]=[C:12]2[C:13]3[N:8]([CH:9]=[C:10]([C:16](O)=[O:17])[C:11]2=[O:15])[CH:7]([CH3:19])[CH2:6][CH2:5][C:4]=3[CH:3]=1.S(Cl)([Cl:22])=O>>[F:1][C:2]1[CH:14]=[C:12]2[C:13]3[N:8]([CH:9]=[C:10]([C:16]([Cl:22])=[O:17])[C:11]2=[O:15])[CH:7]([CH3:19])[CH2:6][CH2:5][C:4]=3[CH:3]=1. Reported procedure: 6,7Dihydro-9-fluoro-5-methyl-1-oxo-1H,5H-benzo[ij]-quinolizine-2-carboxylic acid (5.0 g., 0.0192 mole) is stirred with thionyl chloride (75 ml.), and the mixture is heated to its reflux temperature and maintained at reflux for about 18 hours. The mixture is evaporated to dryness, then azeotroped thrice with 50 ml. portions of benzene to provide an off-white solid, 6,7-dihydro-9-fluoro-5-methyl-1-oxo-1H-benzo[ij]quinolizine-2-carboxylic chloride, m.p. 183°-186° C.